The task is: describe an organic reaction: reactants, conditions, products, and yield. This data is from the Open Reaction Database (ORD), a public repository of structured organic reaction records. Starting materials: CCOC(=O)CC1Cc2ccc(OCCCNc3cc(OCC)ccn3)cc2Cc2ccccc21, CCO, Cl, [Na+], [OH-]. Yields the product CCOc1ccnc(NCCCOc2ccc3c(c2)Cc2ccccc2C(CC(=O)O)C3)c1. Reaction SMILES: [CH2:3]([CH3:4])[O:5][c:6]1[cH:7][c:8]([NH:12][CH2:13][CH2:14][CH2:15][O:16][c:17]2[cH:18][cH:19][c:20]3[c:21]([cH:37]2)[CH2:22][c:23]2[c:24]([cH:33][cH:34][cH:35][cH:36]2)[CH:25]([CH2:27][C:28](=[O:29])[O:30][CH2:31][CH3:32])[CH2:26]3)[n:9][cH:10][cH:11]1.[CH3:39][CH2:40][OH:41].[ClH:38].[Na+:2].[OH-:1]>>[CH2:3]([CH3:4])[O:5][c:6]1[cH:7][c:8]([NH:12][CH2:13][CH2:14][CH2:15][O:16][c:17]2[cH:18][cH:19][c:20]3[c:21]([cH:37]2)[CH2:22][c:23]2[c:24]([cH:33][cH:34][cH:35][cH:36]2)[CH:25]([CH2:27][C:28](=[O:29])[OH:30])[CH2:26]3)[n:9][cH:10][cH:11]1. Reactants: CC1C(=CC2=C(C=CC=C12)C)C(=O)O (1,4-Dimethyl-indene-2-carboxylic acid), acid chloride, S(=O)(Cl)Cl (thionyl chloride). Product: CC1C(=CC2=C(C=CC=C12)C)C(=O)Cl (1,4-Dimethyl-indene-2-carboxylic acid chloride). Yield: 100.0%. As a reaction SMILES: [CH3:1][CH:2]1[C:10]2[C:5](=[C:6]([CH3:11])[CH:7]=[CH:8][CH:9]=2)[CH:4]=[C:3]1[C:12]([OH:14])=O.S(Cl)([Cl:17])=O>>[CH3:1][CH:2]1[C:10]2[C:5](=[C:6]([CH3:11])[CH:7]=[CH:8][CH:9]=2)[CH:4]=[C:3]1[C:12]([Cl:17])=[O:14]. Procedure details: 1,4-Dimethyl-indene-2-carboxylic acid is converted to its acid chloride by treatment with thionyl chloride. Yield 100%. Starting materials: N#Cc1cccnc1, Nc1ccc(F)cc1. The product is N=C(Nc1ccc(F)cc1)c1cccnc1. As a reaction SMILES: [C:1](#[N:2])[c:3]1[cH:4][n:5][cH:6][cH:7][cH:8]1.[NH2:9][c:10]1[cH:11][cH:12][c:13]([F:14])[cH:15][cH:16]1>>[C:1](=[NH:2])([c:3]1[cH:4][n:5][cH:6][cH:7][cH:8]1)[NH:9][c:10]1[cH:11][cH:12][c:13]([F:14])[cH:15][cH:16]1. The reactants are CC#N, O=C1CCC(=O)N1O, O=C(O)CCCc1ccc2ccc3cccc4ccc1c2c34. Yields the product c1cc2ccc3cccc4ccc(c1)c2c34. Reaction SMILES: [CH3:31][C:32]#[N:33].[OH:1][N:2]1[C:3](=[O:4])[CH2:5][CH2:6][C:7]1=[O:8].[c:9]1([CH2:25][CH2:26][CH2:27][C:28]([OH:29])=[O:30])[cH:10][cH:11][c:12]2[cH:13][cH:14][c:15]3[cH:16][cH:17][cH:18][c:19]4[cH:20][cH:21][c:22]1[c:23]2[c:24]34>>[cH:9]1[cH:10][cH:11][c:12]2[cH:13][cH:14][c:15]3[cH:16][cH:17][cH:18][c:19]4[cH:20][cH:21][c:22]1[c:23]2[c:24]34. Reactants: C(=O)=O (carbon dioxide), C(CCCCCCCCC)C1=C(SC2=C1SC1=C2SC2=C1SC(=C2CCCCCCCCCC)C(=O)O)C(=O)O (3,7-Didecylthieno[3,2-b]thieno[2′,3′:4,5]thieno[2,3-d]thiophene-2,6-dicarboxylic acid), CCCCCC (hexane). Reagents/catalysts: [Cu] (copper). The solvent is N1=CC=CC2=CC=CC=C12 (quinoline). Conditions: temperature 255 celsius. Product: C(CCCCCCCCC)C1=CSC2=C1SC1=C2SC2=C1SC=C2CCCCCCCCCC (3,7-didecylthieno[3,2-b]thieno[2′,3′:4,5]thieno[2,3-d]thiophene). The yield is 62.5%. Reaction SMILES: [CH2:1]([C:11]1[C:15]2[S:16][C:17]3[C:21]4[S:22][C:23](C(O)=O)=[C:24]([CH2:25][CH2:26][CH2:27][CH2:28][CH2:29][CH2:30][CH2:31][CH2:32][CH2:33][CH3:34])[C:20]=4[S:19][C:18]=3[C:14]=2[S:13][C:12]=1C(O)=O)[CH2:2][CH2:3][CH2:4][CH2:5][CH2:6][CH2:7][CH2:8][CH2:9][CH3:10].C(=O)=O.CCCCCC>N1C2C(=CC=CC=2)C=CC=1.[Cu]>[CH2:25]([C:24]1[C:20]2[S:19][C:18]3[C:14]4[S:13][CH:12]=[C:11]([CH2:1][CH2:2][CH2:3][CH2:4][CH2:5][CH2:6][CH2:7][CH2:8][CH2:9][CH3:10])[C:15]=4[S:16][C:17]=3[C:21]=2[S:22][CH:23]=1)[CH2:26][CH2:27][CH2:28][CH2:29][CH2:30][CH2:31][CH2:32][CH2:33][CH3:34]. Procedure: Compound 75 (13.5 g, 0.021 mol) was mixed with copper powder (0.9 g) in quinoline (80 mL), and the mixture was heated to 250-260° C. in a Woods-metal bath. When no further bubbles of carbon dioxide gas could be detected (about 2 hours), the mixture was allowed to cool to room temperature and hot hexane (400 mL) was added. This mixture was then repeated washed by HCl (2N, 4×50 mL). The hexane was partially removed by evaporation, and the resultant solid was collected by filtration and re-crystall... The reactants are ice, ice, Cl (HCl), [BH4-].[Li+] (lithium borohydride), C(C)OC(=O)C1CCN(CC1)C1=C2C(=NC(=C1)C)N(C=C2C)C2=C(C=C(C=C2C)Cl)C (1-[1-(4-chloro-2,6-dimethylphenyl)-3,6-dimethyl-1H-pyrrolo[2,3-b]pyridin-4-yl]piperidine-4-carboxylic acid ethyl ester), [OH-].[Na+] (NaOH). The solvent is CO (methanol), O (water), O1CCCC1 (tetrahydrofuran). Run at time 2 hour. Product: ClC1=CC(=C(C(=C1)C)N1C=C(C=2C1=NC(=CC2N2CCC(CC2)CO)C)C)C ({1-[1-(4-chloro-2,6-dimethylphenyl)-3,6-dimethyl-1H-pyrrolo[2,3-b]pyridin-4-yl]piperidin-4-yl}methanol). The yield is 60.6%. Reaction SMILES: [BH4-].[Li+].C([O:5][C:6]([CH:8]1[CH2:13][CH2:12][N:11]([C:14]2[CH:19]=[C:18]([CH3:20])[N:17]=[C:16]3[N:21]([C:25]4[C:30]([CH3:31])=[CH:29][C:28]([Cl:32])=[CH:27][C:26]=4[CH3:33])[CH:22]=[C:23]([CH3:24])[C:15]=23)[CH2:10][CH2:9]1)=O)C.Cl.[OH-].[Na+]>O1CCCC1.O.CO>[Cl:32][C:28]1[CH:29]=[C:30]([CH3:31])[C:25]([N:21]2[C:16]3=[N:17][C:18]([CH3:20])=[CH:19][C:14]([N:11]4[CH2:10][CH2:9][CH:8]([CH2:6][OH:5])[CH2:13][CH2:12]4)=[C:15]3[C:23]([CH3:24])=[CH:22]2)=[C:26]([CH3:33])[CH:27]=1 |f:0.1,4.5|. Procedure details: To a suspension of lithium borohydride (4.11 g) in tetrahydrofuran (50 mL) was added a solution of 1-[1-(4-chloro-2,6-dimethylphenyl)-3,6-dimethyl-1H-pyrrolo[2,3-b]pyridin-4-yl]piperidine-4-carboxylic acid ethyl ester (16.6 g) in a mixture of tertrahydrofuran (80 mL) and methanol (7.7 mL) in an ice-cooling bath. The mixture was stirred at room temperature for 2 hours. After cooling with an ice-cooling bath, water was added and the mixture was poured slowly into a 3M HCl aqueous solution. The sol... Reactants: C(#N)C1=CN(C=2N=CN(C(C21)=O)O)[C@H]2[C@H](O)[C@H](O)[C@H](O2)CO (5-Cyano-3-N-hydroxy-7-(β-D-ribofuranosyl)pyrrolo[2,3-d]pyrimidin-4-one). Solvent: N1=CC=CC=C1 (pyridine), C(C)(=O)OC(C)=O (acetic anhydride). Conditions: time 5 hour. Yields the product C(#N)C1=CN(C=2N=CN(C(C21)=O)O)[C@H]2[C@H](OC(C)=O)[C@H](OC(C)=O)[C@H](O2)COC(C)=O (5-Cyano-3-N-hydroxy-7-(2,3,5-tri-O-acetyl-β-D-ribofuranosyl)-pyrrolo[2,3-d]pyrimidin-4-one). RXN SMILES: [C:1]([C:3]1[C:11]2[C:10](=[O:12])[N:9]([OH:13])[CH:8]=[N:7][C:6]=2[N:5]([C@@H:14]2[O:20][C@H:19]([CH2:21][OH:22])[C@@H:17]([OH:18])[C@H:15]2[OH:16])[CH:4]=1)#[N:2]>N1C=CC=CC=1.C(OC(=O)C)(=O)C>[C:1]([C:3]1[C:11]2[C:10](=[O:12])[N:9]([OH:13])[CH:8]=[N:7][C:6]=2[N:5]([C@@H:14]2[O:20][C@H:19]([CH2:21][O:22][C:17](=[O:18])[CH3:19])[C@@H:17]([O:18][C:15](=[O:16])[CH3:14])[C@H:15]2[O:16][C:10](=[O:12])[CH3:11])[CH:4]=1)#[N:2]. Reported procedure: 5-Cyano-3-N-hydroxy-7-(β-D-ribofuranosyl)pyrrolo[2,3-d]pyrimidin-4-one was dissolved in a mixture of 50 ml of pyridine and 25 ml of acetic anhydride. The solution was allowed to stand at room temperature for 5 hr and evaporated in vacuo to a thick oil. This residue was triturated with 100 ml of ethanol and the mixture was evaporated in vacuo to a solid foam which was again triturated with 100 ml of ethanol and evaporated in vacuo to dryness. The resulting foam was heated at reflux temperature wi... Starting materials: CSC(=O)C=1NC(=C(N1)Cl)Cl (4,5-dichloro-imidazole-2-thiocarboxylic acid S-methyl ester), C1(=CC=CC=C1)NN (phenylhydrazine), O (water). Solvent: C(C)O (ethanol). Product: C1(=CC=CC=C1)NNC(=O)C=1NC(=C(N1)Cl)Cl (4,5-dichloro-imidazole-2-carboxylic acid N'-phenyl-hydrazide). Isolated yield 49.8%. RXN SMILES: CS[C:3]([C:5]1[NH:6][C:7]([Cl:11])=[C:8]([Cl:10])[N:9]=1)=[O:4].[C:12]1([NH:18][NH2:19])[CH:17]=[CH:16][CH:15]=[CH:14][CH:13]=1.O>C(O)C>[C:12]1([NH:18][NH:19][C:3]([C:5]2[NH:6][C:7]([Cl:11])=[C:8]([Cl:10])[N:9]=2)=[O:4])[CH:17]=[CH:16][CH:15]=[CH:14][CH:13]=1. Procedure: 21.1 g (0.1 mol) of 4,5-dichloro-imidazole-2-thiocarboxylic acid S-methyl ester were boiled with 10.8 g (0.1 mol) of phenylhydrazine in 150 ml of ethanol for 4 hours under reflux. The cooled reaction mixture was mixed with 500 ml of water and the crystals which had separated out were filtered off and dried. 13.5 g (50% of theory) of 4,5-dichloro-imidazole-2-carboxylic acid N'-phenyl-hydrazide with a melting point of 229°-230° C. (from ethyl acetate) were obtained. Starting materials: ClCC(CC=1C=C(C(C2=CC=CC=C2)O)C=CC1)O (3-(3'-chloro-2'-hydroxypropyl)-benzhydrol), C(C)O (ethanol), [C-]#N.[K+] (potassium cyanide). Run in O (water). Yields the product C(#N)CC(CC=1C=C(C(C2=CC=CC=C2)O)C=CC1)O (3-(3'-cyano-2'-hydroxypropyl)-benzhydrol). Yield: 71.4%. As a reaction SMILES: Cl[CH2:2][CH:3]([OH:19])[CH2:4][C:5]1[CH:6]=[C:7]([CH:16]=[CH:17][CH:18]=1)[CH:8]([OH:15])[C:9]1[CH:14]=[CH:13][CH:12]=[CH:11][CH:10]=1.C(O)C.[C-:23]#[N:24].[K+]>O>[C:23]([CH2:2][CH:3]([OH:19])[CH2:4][C:5]1[CH:6]=[C:7]([CH:16]=[CH:17][CH:18]=1)[CH:8]([OH:15])[C:9]1[CH:14]=[CH:13][CH:12]=[CH:11][CH:10]=1)#[N:24] |f:2.3|. Reported procedure: A mixture of 11.97 g of 3-(3'-chloro-2'-hydroxypropyl)-benzhydrol, 120 ml of ethanol, 2.4 ml of water and 2.66 g of potassium cyanide was refluxed for 3 hours and then evaporated to dryness. The residue was taken up in 200 ml of methylene chloride and the organic phase was washed with water, dried over sodium sulfate, treated with activated carbon, filtered and evaporated to dryness. The residue was chromatographed over silica and was eluted with a 75-25 methylene chloride-ethyl acetate mixture ... Reactants: CCN(C(C)C)C(C)C, CC(C)C1CCNCC1, C(=NC1CCCCC1)=NC1CCCCC1, ClCCl, O, COCC1OC(n2cnc3c(NCC(c4ccccc4)c4ccccc4)nc(CC(=O)O)nc32)C(O)C1O, On1nnc2ccccc21. Yields the product COCC1OC(n2cnc3c(NCC(c4ccccc4)c4ccccc4)nc(CC(=O)N4CCC(C(C)C)CC4)nc32)C(O)C1O. As a reaction SMILES: [CH2:74]([N:75]([CH:76]([CH3:77])[CH3:78])[CH:79]([CH3:80])[CH3:81])[CH3:82].[CH:1]([CH3:2])([CH3:3])[CH:4]1[CH2:5][CH2:6][NH:7][CH2:8][CH2:9]1.[CH:48]1([N:49]=[C:50]=[N:51][CH:52]2[CH2:53][CH2:54][CH2:55][CH2:56][CH2:57]2)[CH2:58][CH2:59][CH2:60][CH2:61][CH2:62]1.[Cl:83][CH2:84][Cl:85].[OH2:63].[OH:10][CH:11]1[CH:12]([n:20]2[c:21]3[n:22][c:23]([CH2:44][C:45](=[O:46])[OH:47])[n:24][c:25]([NH:29][CH2:30][CH:31]([c:32]4[cH:33][cH:34][cH:35][cH:36][cH:37]4)[c:38]4[cH:39][cH:40][cH:41][cH:42][cH:43]4)[c:26]3[n:27][cH:28]2)[O:13][CH:14]([CH2:17][O:18][CH3:19])[CH:15]1[OH:16].[n:64]1([OH:65])[c:66]2[cH:67][cH:68][cH:69][cH:70][c:71]2[n:72][n:73]1>>[CH:1]([CH3:2])([CH3:3])[CH:4]1[CH2:5][CH2:6][N:7]([C:45]([CH2:44][c:23]2[n:22][c:21]3[n:20]([CH:12]4[CH:11]([OH:10])[CH:15]([OH:16])[CH:14]([CH2:17][O:18][CH3:19])[O:13]4)[cH:28][n:27][c:26]3[c:25]([NH:29][CH2:30][CH:31]([c:32]3[cH:33][cH:34][cH:35][cH:36][cH:37]3)[c:38]3[cH:39][cH:40][cH:41][cH:42][cH:43]3)[n:24]2)=[O:46])[CH2:8][CH2:9]1.